This data is from the Open Reaction Database (ORD), a public repository of structured organic reaction records. The task is: describe an organic reaction: reactants, conditions, products, and yield The reactants are ClC1=NC(=C(C(=O)OCC)C=C1)CC (ethyl 6-chloro-2-ethylnicotinate), BrN1C(CCC1=O)=O (N-bromosuccinimide), C(C1=CC=CC=C1)(=O)OOC(C1=CC=CC=C1)=O (benzoyl peroxide). Solvent: C(Cl)(Cl)(Cl)Cl (carbon tetrachloride). Yields the product ClC1=NC(=C(C(=O)OCC)C=C1)C(C)Br (ethyl 6-chloro-2-(1-bromoethyl)nicotinate). RXN SMILES: [Cl:1][C:2]1[CH:12]=[CH:11][C:5]([C:6]([O:8][CH2:9][CH3:10])=[O:7])=[C:4]([CH2:13][CH3:14])[N:3]=1.[Br:15]N1C(=O)CCC1=O.C(OOC(=O)C1C=CC=CC=1)(=O)C1C=CC=CC=1>C(Cl)(Cl)(Cl)Cl>[Cl:1][C:2]1[CH:12]=[CH:11][C:5]([C:6]([O:8][CH2:9][CH3:10])=[O:7])=[C:4]([CH:13]([Br:15])[CH3:14])[N:3]=1. Procedure details: A solution of ethyl 6-chloro-2-ethylnicotinate (1.0 g, 4.7 mmol), N-bromosuccinimide (0.85 g, 4.8 mmol) and benzoyl peroxide (10 mg) in 10 ml of carbon tetrachloride is heated to reflux while irradiated with a floodlamp for 3 hours. The reaction mixture is cooled and the solid succinimide is removed by filtration. The solid is washed several times with carbon tetrachloride and the filtrate is stripped by rotoevaporation to give ethyl 6-chloro-2-(1-bromoethyl)nicotinate. Reactants: PdC, FC(C(=O)[O-])(F)F (trifluoroacetate), [Si](C)(C)(C)C#N (TMSCN), N1(C=NC=C1)C(=O)N1C=NC=C1 (di-(imidazol-1-yl)methanone), NC1=CC2=C(N=CN2)C=C1 (5-aminobenzimidazole), FC1=C(C=O)C(=CC=C1)F (2,6-difluorobenzaldehyde), TEA. The product is N1C=NC2=C1C=CC(=C2)N2C(NCC2C2=C(C=CC=C2F)F)=O (1-(1H-benzo[d]imidazol-5-yl)-5-(2,6-difluorophenyl)imidazolidin-2-one). Reaction SMILES: FC(F)(F)C([O-])=O.[NH2:8][C:9]1[CH:17]=[CH:16][C:12]2[N:13]=[CH:14][NH:15][C:11]=2[CH:10]=1.[F:18][C:19]1[CH:26]=[CH:25][CH:24]=[C:23]([F:27])[C:20]=1[CH:21]=O.[Si](C#N)(C)(C)C.[N:34]1([C:39](N2C=CN=C2)=[O:40])C=CN=[CH:35]1>>[NH:13]1[C:12]2[CH:16]=[CH:17][C:9]([N:8]3[CH:21]([C:20]4[C:19]([F:18])=[CH:26][CH:25]=[CH:24][C:23]=4[F:27])[CH2:35][NH:34][C:39]3=[O:40])=[CH:10][C:11]=2[N:15]=[CH:14]1. Procedure: The compound was synthesized as trifluoroacetate salt starting from 5-aminobenzimidazole (0.585 g, 4.4 mmol), 2,6-difluorobenzaldehyde (0.431 mL, 4 mmol), TMSCN (0.5 mL, 4 mmol), PdC (10%, 0.02 g), TEA (1.15 mL, 8.22 mmol), di-(imidazol-1-yl)methanone (0.730, 4.5 mmol) as described in method 2. The reactants are CC(C)(C)OC(NCCNC(CN(CCN(CCN(CC(NCCNC(=O)OC(C)(C)C)=O)CC(=O)O)CC(=O)O)CC(=O)O)=O)=O (Bis(1,1-dimethylethyl)-8,11,14-tris(carboxymethyl)-6,16-dioxo-2,5,8,11,14,17,20-heptaazaheneicosanedioate), ice, [OH-].[Na+] (NaOH), Cl (HCl), Cl (HCl). The solvent is O (DI water). Reaction conditions: time 2 hour. The product is O.O.NCCNC(CN(CCN(CCN(CC(=O)O)CC(=O)NCCN)CC(=O)O)CC(=O)O)=O (14-Amino-3-[2-[(2-aminoethyl)amino]-2-oxoethyl]-6,9-bis(carboxymethyl)-11-oxo-3,6,9,12-tetraazatetradecanoic Acid Dihydrate). RXN SMILES: CC([O:5]C(=O)[NH:7][CH2:8][CH2:9][NH:10][C:11](=[O:46])[CH2:12][N:13]([CH2:42][C:43]([OH:45])=[O:44])[CH2:14][CH2:15][N:16]([CH2:38][C:39]([OH:41])=[O:40])[CH2:17][CH2:18][N:19]([CH2:34][C:35]([OH:37])=[O:36])[CH2:20][C:21](=[O:33])[NH:22][CH2:23][CH2:24][NH:25]C(OC(C)(C)C)=O)(C)C.Cl.[OH-:49].[Na+]>O>[OH2:5].[OH2:49].[NH2:25][CH2:24][CH2:23][NH:22][C:21](=[O:33])[CH2:20][N:19]([CH2:34][C:35]([OH:37])=[O:36])[CH2:18][CH2:17][N:16]([CH2:38][C:39]([OH:41])=[O:40])[CH2:15][CH2:14][N:13]([CH2:12][C:11]([NH:10][CH2:9][CH2:8][NH2:7])=[O:46])[CH2:42][C:43]([OH:45])=[O:44] |f:2.3,5.6.7|. Procedure: The DTPA-B(tBA)EA prepared above was dissolved in 110 mL DI water, adjusted to pH 7 (5N HCl), and cooled in an ice bath. To the cool stirred solution was added concentrated HCl (39 mL) in one portion. The mixture was stirred 10 minutes in the ice bath then for 2 hours at ambient temperature. The solution was then cooled in an ice bath, titrated to pH 7 (50% NaOH), and concentrated by rotary evaporation to a dry solid (50 g). A portion of solid NaCl was removed from this material by suspending th...